This data is from the Open Reaction Database (ORD), a public repository of structured organic reaction records. The task is: describe an organic reaction: reactants, conditions, products, and yield The reactants are CN1CC2=C(N(C=3C=CC(=CC23)C)CCN)CC1 (2-(1,2,3,4-tetrahydro-2,8-dimethylpyrido[4,3-b]indol-5-yl)ethanamine), C1(CCCC1)C(=O)O (cyclopentane carboxylic acid), C1(CCCCC1)N=C=NC1CCCCC1 (N,N′-dicyclohexylcarbodiimide). Reagents/catalysts: CN(C1=CC=NC=C1)C (4-dimethylaminopyridine). Run in ClCCl (dichloromethane). Run at time 3 hour. Product: CN1CC2=C(N(C=3C=CC(=CC23)C)CCNC(=O)C2CCCC2)CC1 (N-(2-(1,2,3,4-tetrahydro-2,8-dimethylpyrido[4,3-b]indol-5-yl)ethyl)cyclopentanecarboxamide). Yield: 28.7%. As a reaction SMILES: [CH3:1][N:2]1[CH2:18][CH2:17][C:5]2[N:6]([CH2:14][CH2:15][NH2:16])[C:7]3[CH:8]=[CH:9][C:10]([CH3:13])=[CH:11][C:12]=3[C:4]=2[CH2:3]1.[CH:19]1([C:24](O)=[O:25])[CH2:23][CH2:22][CH2:21][CH2:20]1.C1(N=C=NC2CCCCC2)CCCCC1>CN(C)C1C=CN=CC=1.ClCCl>[CH3:1][N:2]1[CH2:18][CH2:17][C:5]2[N:6]([CH2:14][CH2:15][NH:16][C:24]([CH:19]3[CH2:23][CH2:22][CH2:21][CH2:20]3)=[O:25])[C:7]3[CH:8]=[CH:9][C:10]([CH3:13])=[CH:11][C:12]=3[C:4]=2[CH2:3]1. Reported procedure: A mixture of 2-(1,2,3,4-tetrahydro-2,8-dimethylpyrido[4,3-b]indol-5-yl)ethanamine (100 mg, 0.41 mmol), cyclopentane carboxylic acid (46 mg, 0.41 mmol), N,N′-dicyclohexylcarbodiimide (93 mg, 0.45 mmol) and 4-dimethylaminopyridine (55 m g, 0.45 mmol) in dry dichloromethane (2.5 ml) were stirred at room temperature for 3 h. The reaction mixture was filtered through Celite and concentrated to obtain 40 mg of N-(2-(1,2,3,4-tetrahydro-2,8-dimethylpyrido[4,3-b]indol-5-yl)ethyl)cyclopentanecarboxamide a... Starting materials: CN1C(C(=CC(=C1)B1OC(C(O1)(C)C)(C)C)NC=1SC(=CN1)C)=O (1-Methyl-3-(5-methylthiazol-2-ylamino)-5-(4,4,5,5-tetramethyl-1,3,2-dioxaborolan-2-yl)pyridin-2(1H)-one), C(C)(C)(C)C=1C=C2C=NN(C(C2=C(C1)F)=O)C1=C(C=O)C(=CC=N1)Cl (2-(6-tert-Butyl-8-fluoro-1-oxophthalazin-2(1H)-yl)-4-chloronicotinaldehyde), [O-]P(=O)([O-])[O-].[K+].[K+].[K+] (K3PO4), C(C)(=O)[O-].[Na+] (sodium acetate). Reagents/catalysts: C1=CC=C(C=C1)P([C-]2C=CC=C2)C3=CC=CC=C3.C1=CC=C(C=C1)P([C-]2C=CC=C2)C3=CC=CC=C3.Cl[Pd]Cl.[Fe+2] (1,1′-bis(diphenylphosphino)ferrocenedichloropalladium(II)). Solvent: O (water), C(C)#N (acetonitrile). Reaction conditions: temperature 100 celsius. The product is C(C)(C)(C)C=1C=C2C=NN(C(C2=C(C1)F)=O)C1=C(C=O)C(=CC=N1)C1=CN(C(C(=C1)NC=1SC(=CN1)C)=O)C (2-(6-tert-Butyl-8-fluoro-1-oxophthalazin-2(1H)-yl)-4-(1-methyl-5-(5-methylthiazol-2-ylamino)-6-oxo-1,6-dihydropyridin-3-yl)nicotinaldehyde). Isolated yield 55.1%. Reaction SMILES: [CH3:1][N:2]1[CH:7]=[C:6](B2OC(C)(C)C(C)(C)O2)[CH:5]=[C:4]([NH:17][C:18]2[S:19][C:20]([CH3:23])=[CH:21][N:22]=2)[C:3]1=[O:24].[C:25]([C:29]1[CH:30]=[C:31]2[C:36](=[C:37]([F:39])[CH:38]=1)[C:35](=[O:40])[N:34]([C:41]1[N:48]=[CH:47][CH:46]=[C:45](Cl)[C:42]=1[CH:43]=[O:44])[N:33]=[CH:32]2)([CH3:28])([CH3:27])[CH3:26].[O-]P([O-])([O-])=O.[K+].[K+].[K+].C([O-])(=O)C.[Na+]>C1C=CC(P(C2C=CC=CC=2)[C-]2C=CC=C2)=CC=1.C1C=CC(P(C2C=CC=CC=2)[C-]2C=CC=C2)=CC=1.Cl[Pd]Cl.[Fe+2].O.C(#N)C>[C:25]([C:29]1[CH:30]=[C:31]2[C:36](=[C:37]([F:39])[CH:38]=1)[C:35](=[O:40])[N:34]([C:41]1[N:48]=[CH:47][CH:46]=[C:45]([C:6]3[CH:5]=[C:4]([NH:17][C:18]4[S:19][C:20]([CH3:23])=[CH:21][N:22]=4)[C:3](=[O:24])[N:2]([CH3:1])[CH:7]=3)[C:42]=1[CH:43]=[O:44])[N:33]=[CH:32]2)([CH3:28])([CH3:26])[CH3:27] |f:2.3.4.5,6.7,8.9.10.11|. Reported procedure: A 25-mL single-neck round-bottomed flask equipped with a magnetic stirrer and a reflux condenser was charged with 120b (174 mg, 0.50 mmol), 2-(6-tert-butyl-8-fluoro-1-oxophthalazin-2(1H)-yl)-4-chloronicotinaldehyde 103b (180 mg, 0.50 mmol), K3PO4 (212 mg, 1.0 mmol), sodium acetate (82 mg, 1.0 mmol), 1,1′-bis(diphenylphosphino)ferrocenedichloropalladium(II) (18 mg, 0.025 mmol), acetonitrile (8 mL), and water (0.5 mL). The reaction mixture was subjected to three cycles of vacuum/argon flush and he...